Dataset: the Open Reaction Database (ORD), a public repository of structured organic reaction records. Task: describe an organic reaction: reactants, conditions, products, and yield Starting materials: Cl.ClCC=1N=C(SC1)C1CCCC1 (4-(chloromethyl)-2-cyclopentylthiazole hydrochloride), C(C)N (ethylamine). Product: C1(CCCC1)C=1SC=C(N1)CNCC (2-Cyclopentyl-4-(((N-ethyl)amino)methyl)thiazole). As a reaction SMILES: Cl.Cl[CH2:3][C:4]1[N:5]=[C:6]([CH:9]2[CH2:13][CH2:12][CH2:11][CH2:10]2)[S:7][CH:8]=1.[CH2:14]([NH2:16])[CH3:15]>>[CH:9]1([C:6]2[S:7][CH:8]=[C:4]([CH2:3][NH:16][CH2:14][CH3:15])[N:5]=2)[CH2:13][CH2:12][CH2:11][CH2:10]1 |f:0.1|. Procedure details: Using the procedure of Example 1Q, but replacing 4-(chloromethyl)-2-isopropylthiazole hydrochloride with 4-(chloromethyl)-2-cyclopentylthiazole hydrochloride and replacing 40% aqueous methylamine with 70% aqueous ethylamine provided, after purification of the residue by silica gel chromatography using 5% methanol in chloroform, 1.08 g (50%) of the desired compound. Starting materials: ClS(=O)(=O)N=C=O (Chlorosulfonyl isocyanate), BrC=1N(C(=C(C1C(=O)O)Br)C1=CC=C(C=C1)Cl)OC (2,4-dibromo-5-(p-chlorophenyl)-1-methoxypyrrole-3-carboxylic acid), CN(C=O)C (dimethylformamide). Run in O (water), C(C)#N (acetonitrile), C(Cl)Cl (methylene chloride), C(C)#N (acetonitrile), C(C)(=O)OCC (ethyl acetate), C(Cl)Cl (methylene chloride). Reaction conditions: temperature 5 celsius, time 3 hour. Product: BrC=1N(C(=C(C1C#N)Br)C1=CC=C(C=C1)Cl)OC (2,4-Dibromo-5-(p-chlorophenyl)-1-methoxypyrrole-3-carbonitrile). The yield is 12.0%. Reaction SMILES: ClS([N:5]=C=O)(=O)=O.[Br:8][C:9]1[N:10]([O:25][CH3:26])[C:11]([C:18]2[CH:23]=[CH:22][C:21]([Cl:24])=[CH:20][CH:19]=2)=[C:12]([Br:17])[C:13]=1[C:14](O)=O.CN(C)C=O>C(#N)C.O.C(Cl)Cl.C(OCC)(=O)C>[Br:8][C:9]1[N:10]([O:25][CH3:26])[C:11]([C:18]2[CH:23]=[CH:22][C:21]([Cl:24])=[CH:20][CH:19]=2)=[C:12]([Br:17])[C:13]=1[C:14]#[N:5]. Procedure details: Chlorosulfonyl isocyanate (1.66 g, 0.0117 mol) is added to a 5° C. stirred solution of 2,4-dibromo-5-(p-chlorophenyl)-1-methoxypyrrole-3-carboxylic acid (2.0 g, 0.0049 mol) in acetonitrile. The solution is heated to 45° C.-50° C. for 2 hours, acetonitrile is added, cooled to 5° C. and dimethylformamide (1.9 mL, 0.0244 mol) is added. The reaction mixture is stirred at room temperature for 3 hours, diluted with water and extracted with chloroform. The combined chloroform extracts are washed sequen... Starting materials: N[C@@H](CC(O)=O)C(=O)O (Asp), N[C@@H](CCCC)C(=O)O (Nle), N[C@@H](C)C(=O)O (Ala), N[C@@H](CC1=CC=C(C=C1)O)C(=O)O (Tyr), N[C@@H](CC1=CC=CC=C1)C(=O)O (Phe), N[C@@H](CC(C)C)C(=O)O (Leu), N[C@@H](CCC(O)=O)C(=O)O (Glu), NCC(=O)O (Gly), N[C@@H]([C@@H](C)CC)C(=O)O (Ile). The product is N[C@@H](CCCNC(N)=N)C(=O)O (Arg). Reaction SMILES: [NH2:1][C@H:2]([C:7]([OH:9])=[O:8])[CH2:3][C:4](=O)O.[NH2:10][C@H:11](C(O)=O)CCC(=O)O.[NH2:20][CH2:21]C(O)=O.[NH2:25][C@H](C(O)=O)C.N[C@H](C(O)=O)CCCC.N[C@H](C(O)=O)[C@H](CC)C.N[C@H](C(O)=O)CC(C)C.N[C@H](C(O)=O)CC1C=CC(O)=CC=1.N[C@H](C(O)=O)CC1C=CC=CC=1>>[NH2:1][C@H:2]([C:7]([OH:9])=[O:8])[CH2:3][CH2:4][CH2:21][NH:20][C:11](=[NH:10])[NH2:25]. Procedure: 0.99 ×3, Asp:1.00 ×2, Ser:0.93 ×2, Glu:l.00, Gly:1.00 ×5, Ala:1.05, 1/2(Cys)2 :0.86 ×2, Nle:0.94, Ile:0.94, Leu:1.00, Tyr:0.95, Phe:0.99 ×2 Reactants: C(C)OC(CC(C(C)=O)C1=CC2=C(C=C1)OCO2)OCC (5,5-diethoxy-3-(3,4-methylenedioxyphenyl)pentan-2-one), C(C)(CC)[BH-](C(C)CC)C(C)CC.[Li+] (lithium tri-sec-butylborohydride), OO (hydrogen peroxide), [OH-].[Na+] (sodium hydroxide). The solvent is O1CCCC1 (tetrahydrofuran), O1CCCC1 (tetrahydrofuran). Reaction conditions: temperature -78 celsius. Product: C(C)OC(CC(C(C)O)C1=CC2=C(C=C1)OCO2)OCC ((2RS,3SR)-5,5-diethoxy-3-(3,4-methylenedioxyphenyl)pentan-2-ol). Yield: 91.2%. RXN SMILES: [CH2:1]([O:3][CH:4]([O:19][CH2:20][CH3:21])[CH2:5][CH:6]([C:10]1[CH:15]=[CH:14][C:13]2[O:16][CH2:17][O:18][C:12]=2[CH:11]=1)[C:7](=[O:9])[CH3:8])[CH3:2].C([BH-](C(CC)C)C(CC)C)(CC)C.[Li+].[OH-].[Na+].OO>O1CCCC1>[CH2:1]([O:3][CH:4]([O:19][CH2:20][CH3:21])[CH2:5][CH:6]([C:10]1[CH:15]=[CH:14][C:13]2[O:16][CH2:17][O:18][C:12]=2[CH:11]=1)[CH:7]([OH:9])[CH3:8])[CH3:2] |f:1.2,3.4|. Reported procedure: To 18.3 g of 5,5-diethoxy-3-(3,4-methylenedioxyphenyl)pentan-2-one in 200 ml of tetrahydrofuran, 65 ml of 1M tetrahydrofuran solution of lithium tri-sec-butylborohydride was added under cooling at -78° C. with stirring, and the resulting solution was stirred at the same temperature for 1 hour. To the reaction solution stirred and cooled with ice, 109 ml of 3N aqueous sodium hydroxide was added, and then 48 ml of 30% aqueous hydrogen peroxide was gradually added dropwise. The reaction solution wa... Starting materials: C(CCCCCCC)OC=1C=NC(=NC1)C1=CC(=CC=C1)F (5-octyloxy-2-(3-fluorophenyl)pyrimidine), C(CCCCC)OC=1C=NC(=NC1)C1=CC=C(C=C1)OCCCOCC(F)(F)OC(C(OC(F)(F)F)(F)F)(F)F (5-Hexyloxy-2-[4-(3-(2-(2-(trifluoromethoxy)tetrafluoroethoxy)-2,2-difluoroethoxy)propoxy)phenyl]pyrimidine). Product: C(CCCCCCC)OC=1C=NC(=NC1)C1=CC(=C(C=C1)OCCCOCC(F)(F)OC(C(OC(F)(F)F)(F)F)(F)F)F (5-Octyloxy-2-[4-(3-(2-(2-(trifluoromethoxy)tetrafluoroethoxy)-2,2-difluoroethoxy)propoxy)-3-fluorophenyl]pyrimidine). RXN SMILES: [CH2:1]([O:9][C:10]1[CH:11]=[N:12][C:13]([C:16]2[CH:21]=[CH:20][CH:19]=[C:18]([F:22])[CH:17]=2)=[N:14][CH:15]=1)[CH2:2][CH2:3][CH2:4][CH2:5][CH2:6][CH2:7][CH3:8].C(OC1C=NC(C2C=CC([O:42][CH2:43][CH2:44][CH2:45][O:46][CH2:47][C:48]([O:51][C:52]([F:62])([F:61])[C:53]([F:60])([F:59])[O:54][C:55]([F:58])([F:57])[F:56])([F:50])[F:49])=CC=2)=NC=1)CCCCC>>[CH2:1]([O:9][C:10]1[CH:15]=[N:14][C:13]([C:16]2[CH:21]=[CH:20][C:19]([O:42][CH2:43][CH2:44][CH2:45][O:46][CH2:47][C:48]([O:51][C:52]([F:61])([F:62])[C:53]([F:59])([F:60])[O:54][C:55]([F:57])([F:58])[F:56])([F:50])[F:49])=[C:18]([F:22])[CH:17]=2)=[N:12][CH:11]=1)[CH2:2][CH2:3][CH2:4][CH2:5][CH2:6][CH2:7][CH3:8]. Procedure details: The title compound was prepared essentially as in Example 1 by combining 5-octyloxy-2-(3-fluorophenyl)pyrimidine (2.0 g, 6.3 mmol) with 3-(2-(2-(trifluoromethoxy)tetrafluoroethoxy)-2,2-difluoroethoxy)propoxy chloride (2.5 g, 7.0 mmol, Example 17). The reaction mixture was quenched with water, and the resulting crude product was further purified by recrystallization from ethanol, followed by Kugelrohr distillation (210-18° C. at 0.15 torr), to provide a yield of 3.2 g. The reactants are OC1=C(C(=O)C2=CC=CC=C2)C(=CC(=C1)O)O (2,4,6-trihydroxybenzophenone), BrCCCCCCCCCCCC (1-bromododecane), C([O-])([O-])=O.[K+].[K+] (potassium carbonate). Reagents/catalysts: [I-].[K+] (potassium iodide). Solvent: C1(=CC=CC=C1)C (toluene), CN(C(C)=O)C (N,N-dimethylacetamide). Run at temperature 110 celsius, time 7 hour. The product is OC1=C(C(=O)C2=CC=CC=C2)C(=CC(=C1)OCCCCCCCCCCCC)OCCCCCCCCCCCC (2-Hydroxy-4,6-didodecyloxybenzophenone). The yield is 72.3%. Reaction SMILES: O[C:2]1[CH:15]=[C:14]([OH:16])[CH:13]=[C:12]([OH:17])[C:3]=1[C:4]([C:6]1[CH:11]=[CH:10][CH:9]=[CH:8][CH:7]=1)=[O:5].Br[CH2:19][CH2:20][CH2:21][CH2:22][CH2:23][CH2:24][CH2:25][CH2:26][CH2:27][CH2:28][CH2:29][CH3:30].[C:31](=[O:34])([O-])[O-].[K+].[K+]>C1(C)C=CC=CC=1.CN(C)C(=O)C.[I-].[K+]>[OH:17][C:12]1[CH:13]=[C:14]([O:16][CH2:19][CH2:20][CH2:21][CH2:22][CH2:23][CH2:24][CH2:25][CH2:26][CH2:27][CH2:28][CH2:29][CH3:30])[CH:15]=[C:2]([O:34][CH2:31][CH2:11][CH2:10][CH2:9][CH2:8][CH2:7][CH2:6][CH2:4][CH2:3][CH2:2][CH2:15][CH3:14])[C:3]=1[C:4]([C:6]1[CH:11]=[CH:10][CH:9]=[CH:8][CH:7]=1)=[O:5] |f:2.3.4,7.8|. Reported procedure: A mixture of 4.5 g (20 mmol) of 2,4,6-trihydroxybenzophenone, 9.8 g (40 mmol) of 1-bromododecane, 2.7 g (20 mmol) of potassium carbonate and 30 mg (0.2 mmol) of potassium iodide in 50 ml of toluene and 20 ml of N,N-dimethylacetamide is stirred at 110° C. for 7 h. The reaction mixture is cooled and then neutralized with 10% HCI. The organic solution is washed with water and then with saturated sodium chloride solution. The residue which remains after drying over MgSO4, filtering and concentrating... Starting materials: C1=CC2=CC(=CC3=C2C(=C1)C(=O)OC3=O)O (3-Hydroxy-1,8-naphthalic anhydride), Cl.NO (hydroxylamine hydrochloride). Run in N1=CC=CC=C1 (pyridine). Yields the product ON1C(C2=CC=CC=3C2=C(C1=O)C=C(C3)O)=O (2,5-Dihydroxy-benzo[de]isoquinoline-1,3-dione). The yield is 130.2%. RXN SMILES: [CH:1]1[CH:10]=[C:9]2[C:11]([O:13][C:14](=O)[C:7]3=[C:8]2[C:3](=[CH:4][C:5]([OH:16])=[CH:6]3)[CH:2]=1)=[O:12].Cl.[NH2:18][OH:19]>N1C=CC=CC=1>[OH:19][N:18]1[C:14](=[O:13])[C:7]2[CH:6]=[C:5]([OH:16])[CH:4]=[C:3]3[C:8]=2[C:9](=[CH:10][CH:1]=[CH:2]3)[C:11]1=[O:12] |f:1.2|. Reported procedure: 3-Hydroxy-1,8-naphthalic anhydride (1.4 g, 6.7 mmol) and hydroxylamine hydrochloride (0.9 g, 12.9 mmol) were reacted in pyridine (30 mL) following the procedure of Example 1 to give 2.0 g of the title compound, mp 285-288/C.; Starting materials: O=C(Cl)OCC(Cl)(Cl)Cl, C1CCOC1, O, c1ccncc1, Nc1nc[nH]n1. Product: O=C(Nc1nc[nH]n1)OCC(Cl)(Cl)Cl. RXN SMILES: [Cl:13][C:14](=[O:15])[O:16][CH2:17][C:18]([Cl:19])([Cl:20])[Cl:21].[O:23]1[CH2:24][CH2:25][CH2:26][CH2:27]1.[OH2:22].[cH:7]1[cH:8][cH:9][n:10][cH:11][cH:12]1.[nH:1]1[n:2][c:3]([NH2:6])[n:4][cH:5]1>>[nH:1]1[n:2][c:3]([NH:6][C:14](=[O:15])[O:16][CH2:17][C:18]([Cl:19])([Cl:20])[Cl:21])[n:4][cH:5]1.